From a dataset of the Open Reaction Database (ORD), a public repository of structured organic reaction records. describe an organic reaction: reactants, conditions, products, and yield Starting materials: ClC1C(=O)OC(C1)CC(C)C (α-chloro-γ-isobutyl-γ-butyrolactone), C([O-])([O-])=O.[K+].[K+] (potassium carbonate). Run in Cl (hydrochloric acid). Reaction conditions: time 40 hour. The product is OC1C(=O)OC(C1)CC(C)C (α-hydroxy-γ-isobutyl-γ-butyrolactone). The yield is 99.0%. RXN SMILES: Cl[CH:2]1[CH2:7][CH:6]([CH2:8][CH:9]([CH3:11])[CH3:10])[O:5][C:3]1=[O:4].C(=O)([O-])[O-:13].[K+].[K+]>Cl>[OH:13][CH:2]1[CH2:7][CH:6]([CH2:8][CH:9]([CH3:11])[CH3:10])[O:5][C:3]1=[O:4] |f:1.2.3|. Procedure: In a 50 ml flask with a cooling column, 1.77 g (10 mmole) of α-chloro-γ-isobutyl-γ-butyrolactone and 12 ml of 2N aqueous potassium carbonate were kept at 80 C. for 40 hours under stirring. The reaction mixture was cooled to room temperature and poured into 10 ml of 12N hydrochloric acid. The reaction product was extracted with ether and the ether extract was dried with anhydrous sodium sulfate. After removal of ether, distillation of the residue under reduced pressure gave α-hydroxy-γ-isobutyl-γ... Starting materials: ClC1=CC=C(C=C1)NC1(CCN(CC1)C1CC2=CC=CC3=CC=CC1=C23)C#N ((RS)-4-(4-chloro-phenylamino)-1-(acenaphthen-1-yl)-piperidine-4-carbonitrile), C(\C=C\C(=O)O)(=O)O (fumaric acid). Solvent: C(C)OCC (diethyl ether). Yields the product C(\C=C\C(=O)O)(=O)O.C1(CC2=CC=CC3=CC=CC1=C23)N2CCC3(CC(N3C3=CC=C(C=C3)Cl)=O)CC2 ((RS)-7-Acenaphthen-1-yl-1-(4-chloro-phenyl)-1,7-diaza-spiro[3.5]nonan-2-one fumarate). As a reaction SMILES: [Cl:1][C:2]1[CH:7]=[CH:6][C:5]([NH:8][C:9]2([C:27]#N)[CH2:14][CH2:13][N:12]([CH:15]3[C:25]4=[C:26]5[C:21](=[CH:22][CH:23]=[CH:24]4)[CH:20]=[CH:19][CH:18]=[C:17]5[CH2:16]3)[CH2:11][CH2:10]2)=[CH:4][CH:3]=1.[C:29]([OH:36])(=[O:35])/[CH:30]=[CH:31]/[C:32]([OH:34])=[O:33]>C(OCC)C>[C:29]([OH:36])(=[O:35])/[CH:30]=[CH:31]/[C:32]([OH:34])=[O:33].[CH:15]1([N:12]2[CH2:11][CH2:10][C:9]3([N:8]([C:5]4[CH:4]=[CH:3][C:2]([Cl:1])=[CH:7][CH:6]=4)[C:32](=[O:33])[CH2:27]3)[CH2:14][CH2:13]2)[C:25]2=[C:26]3[C:21](=[CH:22][CH:23]=[CH:24]2)[CH:20]=[CH:19][CH:18]=[C:17]3[CH2:16]1 |f:3.4|. Procedure details: Reaction of (RS)-4-(4-chloro-phenylamino)-1-(acenaphthen-1-yl)-piperidine-4-carbonitrile in accordance with the general method of example 1 and treatment of the base with fumaric acid in diethyl ether yielded the title compound, pale brown solid, m.p. 196° C. and MS: m/e=403.3 (M+H+). The reactants are CC(C)(C)[O-].[K+] (t-BuOK), C1CCOC1 (THF), C(C#C)OC1(CC=CC=C1)C1=CC=CC=C1 (1propargyloxybiphenyl), C1CCOC1 (THF). Run in O (water). Product: C(=C=C)OC1(CC=CC=C1)C1=CC=CC=C1 (1-allenyloxy biphenyl). The yield is 63.2%. RXN SMILES: CC([O-])(C)C.[K+].C1COCC1.[CH2:12]([O:15][C:16]1([C:22]2[CH:27]=[CH:26][CH:25]=[CH:24][CH:23]=2)[CH:21]=[CH:20][CH:19]=[CH:18][CH2:17]1)[C:13]#[CH:14]>O>[CH:12]([O:15][C:16]1([C:22]2[CH:27]=[CH:26][CH:25]=[CH:24][CH:23]=2)[CH:17]=[CH:18][CH:19]=[CH:20][CH2:21]1)=[C:13]=[CH2:14] |f:0.1|. Reported procedure: Into a similar reaction vessel, as used in the abovementioned reaction, were placed 1.342 parts of t-BuOK and 7.607 parts of THF and to this, a mixture of 10.000 parts of 1propargyloxybiphenyl and 23.333 parts of THF was added dropwise. The content was reacted at 50° C. for 60 minutes and then a deionized water was added to stop the reaction. THF layer and water layer were removed by using an evaporator, and the residue was subjected to a column chromatography (silica gel 200 mesh) to obtain a p... Yields the product C(C1=CC=CC=C1)C=1C=C2C(=CNC2=CC1)C=O (5-benzyl-3-formylindole). Reaction SMILES: O=P(Cl)(Cl)Cl.[CH2:6]([C:13]1[CH:14]=[C:15]2[C:19](=[CH:20][CH:21]=1)[NH:18][CH:17]=[CH:16]2)[C:7]1[CH:12]=[CH:11][CH:10]=[CH:9][CH:8]=1.[OH-].[Na+].CN([CH:27]=[O:28])C>O>[CH2:6]([C:13]1[CH:14]=[C:15]2[C:19](=[CH:20][CH:21]=1)[NH:18][CH:17]=[C:16]2[CH:27]=[O:28])[C:7]1[CH:8]=[CH:9][CH:10]=[CH:11][CH:12]=1 |f:2.3|. Reported procedure: Freshly distilled POCl3 (0.122 ml) was added dropwise to cooled (ice bath) dry DMF (0.4 ml). The mixture was stirred 0.5 h at 0° C., then a solution of 5-benzylindole (0.24 g, 1.2 mmol) in DMF (0.14 ml) was added dropwise, during which time the temperature was maintained below 10° C. Once the solution was well mixed, the temperature was brought to 35° C. The syrup was stirred efficiently at this temperature for 1 h. At the end of the reaction period 0.4 g of crushed ice was added to the paste wi... Yield: 56.0%. Conditions: temperature 0 celsius, time 0.5 hour. Reactants: C(C1=CC=CC=C1)C=1C=C2C=CNC2=CC1 (5-benzylindole), CN(C)C=O (DMF), O=P(Cl)(Cl)Cl (POCl3), ice, CN(C)C=O (DMF), [OH-].[Na+] (NaOH), ice. The solvent is O (H2O), O (H2O). Reactants: COC=1C=C(C=C(C1OC)OC)C=1N=C(C=2C=CC=NC2C1)O (7-(3,4,5-trimethoxy-phenyl)-[1.6]naphthyridine-5-ol), CC(C)OC(=O)/N=N/C(=O)OC(C)C (diisopropylazodicarboxylate), O[C@@H](C)[C@@H]1CC(N(C1)[C@@H](C)C1=CC=C(C=C1)OC)=O ((R)-4-[(S)-1-hydroxyethyl]-1-[(S)-1-(4-methoxyphenyl)-ethyl]-pyrrolidin-2-one), C1(=CC=CC=C1)P(C1=CC=CC=C1)C1=CC=CC=C1 (triphenylphosphine). Solvent: O1CCCC1 (tetrahydrofurane), O1CCCC1 (tetrahydrofurane), O1CCCC1 (tetrahydrofurane). Conditions: temperature 0 celsius, time 3.5 hour. Product: COC1=CC=C(C=C1)[C@H](C)N1C(C[C@H](C1)[C@@H](C)OC1=C2C=CC=NC2=CC(=N1)C1=CC(=C(C(=C1)OC)OC)OC)=O (1-[(S)-1-(4-Methoxy-phenyl)-ethyl]-(R)-4-[(R)-1-[7-(3,4,5-trimethoxy-phenyl)-[1,6]naphthyridin-5-yloxy]-ethyl]-pyrrolidin-2-one). As a reaction SMILES: [CH3:1][O:2][C:3]1[CH:4]=[C:5]([C:13]2[N:14]=[C:15]([OH:23])[C:16]3[CH:17]=[CH:18][CH:19]=[N:20][C:21]=3[CH:22]=2)[CH:6]=[C:7]([O:11][CH3:12])[C:8]=1[O:9][CH3:10].O[C@H:25]([C@H:27]1[CH2:31][N:30]([C@H:32]([C:34]2[CH:39]=[CH:38][C:37]([O:40][CH3:41])=[CH:36][CH:35]=2)[CH3:33])[C:29](=[O:42])[CH2:28]1)[CH3:26].C1(P(C2C=CC=CC=2)C2C=CC=CC=2)C=CC=CC=1.CC(OC(/N=N/C(OC(C)C)=O)=O)C>O1CCCC1>[CH3:41][O:40][C:37]1[CH:38]=[CH:39][C:34]([C@@H:32]([N:30]2[CH2:31][C@H:27]([C@H:25]([O:23][C:15]3[N:14]=[C:13]([C:5]4[CH:4]=[C:3]([O:2][CH3:1])[C:8]([O:9][CH3:10])=[C:7]([O:11][CH3:12])[CH:6]=4)[CH:22]=[C:21]4[C:16]=3[CH:17]=[CH:18][CH:19]=[N:20]4)[CH3:26])[CH2:28][C:29]2=[O:42])[CH3:33])=[CH:35][CH:36]=1. Reported procedure: 114.6 g of powdered 7-(3,4,5-trimethoxy-phenyl)-[1.6]naphthyridine-5-ol is suspended in 900 mL tetrahydrofurane. A solution of 115.9 g of (R)-4-[(S)-1-hydroxyethyl]-1-[(S)-1-(4-methoxyphenyl)-ethyl]-pyrrolidin-2-one and 136 g triphenylphosphine in 1000 mL tetrahydrofurane is added. The suspension is cooled to 0° C. During 40 minutes a solution of 105 mL diisopropylazodicarboxylate [DIAD] in 400 mL tetrahydrofurane is added at 0° C. to 2° C. The suspension is stirred for 3.5 hours at this tempera... Reactants: C(C1=CC=CC=C1)(=O)NC(=S)NC1=C(C(=C(C=C1)N1N=CC=C1)CNC(=O)OC(C)(C)C)C (N-benzoyl-N′-(3-((tert-butoxycarbonyl)aminomethyl)-2-methyl-4-(pyrazol-1-yl)phenyl)thiourea), C([O-])([O-])=O.[K+].[K+] (potassium carbonate). The solvent is CO (methanol). Conditions: time 2 hour. The product is C(C)(C)(C)OC(=O)NCC=1C(=C(C=CC1N1N=CC=C1)NC(=S)N)C (N-(3-((tert-butoxycarbonyl)aminomethyl)-2-methyl-4-(pyrazol-1-yl)phenyl)thiourea). As a reaction SMILES: C([NH:9][C:10]([NH:12][C:13]1[CH:18]=[CH:17][C:16]([N:19]2[CH:23]=[CH:22][CH:21]=[N:20]2)=[C:15]([CH2:24][NH:25][C:26]([O:28][C:29]([CH3:32])([CH3:31])[CH3:30])=[O:27])[C:14]=1[CH3:33])=[S:11])(=O)C1C=CC=CC=1.C(=O)([O-])[O-].[K+].[K+]>CO>[C:29]([O:28][C:26]([NH:25][CH2:24][C:15]1[C:14]([CH3:33])=[C:13]([NH:12][C:10]([NH2:9])=[S:11])[CH:18]=[CH:17][C:16]=1[N:19]1[CH:23]=[CH:22][CH:21]=[N:20]1)=[O:27])([CH3:32])([CH3:31])[CH3:30] |f:1.2.3|. Procedure: A mixture of the compound (163 mg) obtained in Example 7d, 10% palladium-carbon (20 mg) and methanol (10 ml) was stirred at room temperature for 6 hours under a hydrogen atmosphere. The reaction mixture was filtered to remove the palladium-carbon and the resulting filtrate was concentrated at reduced pressure. Acetone (10 ml) was added to the resulting residue and benzoyl isothiocyanate (0.064 ml) was then added dropwise at room temperature. The reaction mixture was stirred at room temperature f... Starting materials: COC1=CC(=CC=C1)OC (1,3-dimethoxybenzene), C(C)(=O)Cl (acetyl chloride), [Cl-].[Al+3].[Cl-].[Cl-] (aluminum chloride). The solvent is C(Cl)Cl (methylene chloride). Product: COC1=C(C=CC(=C1)OC)C(C)=O (2',4'-dimethoxy-acetophenone). Reaction SMILES: [CH3:1][O:2][C:3]1[CH:8]=[CH:7][CH:6]=[C:5]([O:9][CH3:10])[CH:4]=1.[C:11](Cl)(=[O:13])[CH3:12].[Cl-].[Al+3].[Cl-].[Cl-]>C(Cl)Cl>[CH3:1][O:2][C:3]1[CH:4]=[C:5]([O:9][CH3:10])[CH:6]=[CH:7][C:8]=1[C:11](=[O:13])[CH3:12] |f:2.3.4.5|. Procedure details: Using a Perrier modification, Perrier, Chem. Ber., Vol. 33, pp. 819 et seq. (1900), and Perrier, Bull. Soc. Chim. France, pp. 859 et seq. (1904), 1,3-dimethoxybenzene (138.0 g) (which may be obtained from Aldrich Chemical Company, Inc., Milwaukee, Wis.) is reacted with acetyl chloride (72.0 g), methylene chloride (500 ml), and aluminum chloride (145.0 g) to provide 2',4'-dimethoxy-acetophenone, which may then be purified using standard vacuum fractional distillation. Reaction SMILES: [CH2:43]1[O:44][CH2:45][CH2:46][CH2:47]1.[CH3:1][O:2][C:3](=[O:4])[C:5]1=[C:10]([c:11]2[cH:12][c:13]3[c:14]([cH:31][cH:32]2)-[c:15]2[n:16][c:17](-[c:23]4[n:24]([CH:28]([CH3:29])[CH3:30])[n:25][cH:26][n:27]4)[cH:18][n:19]2[CH2:20][CH2:21][O:22]3)[CH2:9][CH2:8][N:7]([C:33](=[O:34])[O:35][C:36]([CH3:37])([CH3:38])[CH3:39])[CH2:6]1.[Li+:42].[OH-:41].[OH2:40].[OH2:48]>>[O:2]=[C:3]([OH:4])[C:5]1=[C:10]([c:11]2[cH:12][c:13]3[c:14]([cH:31][cH:32]2)-[c:15]2[n:16][c:17](-[c:23]4[n:24]([CH:28]([CH3:29])[CH3:30])[n:25][cH:26][n:27]4)[cH:18][n:19]2[CH2:20][CH2:21][O:22]3)[CH2:9][CH2:8][N:7]([C:33](=[O:34])[O:35][C:36]([CH3:37])([CH3:38])[CH3:39])[CH2:6]1. The reactants are C1CCOC1, COC(=O)C1=C(c2ccc3c(c2)OCCn2cc(-c4ncnn4C(C)C)nc2-3)CCN(C(=O)OC(C)(C)C)C1, [Li+], [OH-], O, O. The product is CC(C)n1ncnc1-c1cn2c(n1)-c1ccc(C3=C(C(=O)O)CN(C(=O)OC(C)(C)C)CC3)cc1OCC2. Starting materials: C([O-])([O-])=O.[K+].[K+] (potassium carbonate), C(C=C)Br (allyl bromide), Cl.C(C)(C)(C)OC([C@@H](N)CC(=O)OC(C)(C)C)=O (L-aspartic acid di-tert-butyl ester hydrochloride). Solvent: C(C)#N (acetonitrile). Conditions: time 8 hour. The product is C(C)(C)(C)OC([C@@H](NCC=C)CC(=O)OC(C)(C)C)=O (N-allyl-L-aspartic acid di-tert-butyl ester). Yield: 52.9%. RXN SMILES: Cl.[C:2]([O:6][C:7](=[O:18])[C@H:8]([CH2:10][C:11]([O:13][C:14]([CH3:17])([CH3:16])[CH3:15])=[O:12])[NH2:9])([CH3:5])([CH3:4])[CH3:3].C(=O)([O-])[O-].[K+].[K+].[CH2:25](Br)[CH:26]=[CH2:27]>C(#N)C>[C:2]([O:6][C:7](=[O:18])[C@H:8]([CH2:10][C:11]([O:13][C:14]([CH3:17])([CH3:16])[CH3:15])=[O:12])[NH:9][CH2:27][CH:26]=[CH2:25])([CH3:4])([CH3:5])[CH3:3] |f:0.1,2.3.4|. Procedure: L-aspartic acid di-tert-butyl ester hydrochloride (1.0 g, 3.5 mmol) was dissolved in acetonitrile (7 ml), potassium carbonate (0.98 g, 7.1 mmol) and allyl bromide (0.29 ml, 3.4 mmol) were added, and the mixture was stirred at room temperature overnight. The insoluble material was removed by filtration, the filtrate was concentrated under reduced pressure, and the obtained residue was purified by silica gel column chromatography (hexane/ethyl acetate=95/5) to give N-allyl-L-aspartic acid di-tert-...